This data is from the Open Reaction Database (ORD), a public repository of structured organic reaction records. The task is: describe an organic reaction: reactants, conditions, products, and yield Reactants: [N+](=O)([O-])C1=C(NC2=CC(=C(C=C2)[N+](=O)[O-])[N+](=O)[O-])C=CC(=C1)C(F)(F)F (4-(2-nitro-4-trifluoromethylanilino)-1,2-dinitrobenzene), C(C)P(OC)OC (dimethyl ethylphosphonite). The product is C(C)P(OC)(=O)C1=C(C=CC(=C1)NC1=C(C=C(C=C1)C(F)(F)F)[N+](=O)[O-])[N+](=O)[O-] (methyl P-ethyl-2-nitro-5-(2-nitro-4-trifluoromethylanilino)-phenylphosphinate). RXN SMILES: [N+:1]([C:4]1[CH:22]=[C:21]([C:23]([F:26])([F:25])[F:24])[CH:20]=[CH:19][C:5]=1[NH:6][C:7]1[CH:12]=[CH:11][C:10]([N+:13]([O-:15])=[O:14])=[C:9]([N+]([O-])=O)[CH:8]=1)([O-:3])=[O:2].[CH2:27]([P:29]([O:32]C)[O:30][CH3:31])[CH3:28]>>[CH2:27]([P:29]([C:9]1[CH:8]=[C:7]([NH:6][C:5]2[CH:19]=[CH:20][C:21]([C:23]([F:24])([F:25])[F:26])=[CH:22][C:4]=2[N+:1]([O-:3])=[O:2])[CH:12]=[CH:11][C:10]=1[N+:13]([O-:15])=[O:14])(=[O:32])[O:30][CH3:31])[CH3:28]. Reported procedure: Following the procedure of Example 11, 4-(2-nitro-4-trifluoromethylanilino)-1,2-dinitrobenzene and dimethyl ethylphosphonite are reacted together to give methyl P-ethyl-2-nitro-5-(2-nitro-4-trifluoromethylanilino)-phenylphosphinate.